This data is from the Open Reaction Database (ORD), a public repository of structured organic reaction records. The task is: describe an organic reaction: reactants, conditions, products, and yield Reactants: C(C)(C)(C)ONC([C@@H](C1CCN(CC1)C(=O)OCCC1=CC=CC2=CC=CC=C12)N(CC1=CC=NC=C1)S(=O)(=O)C1=CC=C(C=C1)OC)=O (N-(t-Butyloxy)-2-(R)-[(4-methoxybenzenesulfonyl)(4-picolyl)amino]-2-[(N-(2-(1-naphthyl)-ethoxycarbonyl))-4-piperidinyl]acetamide), C(Cl)Cl (methylene chloride), C(C)O (ethanol). Conditions: temperature -10 celsius, time 6 day. Yields the product Cl.ONC([C@@H](C1CCN(CC1)C(=O)OCCC1=CC=CC2=CC=CC=C12)N(CC1=CC=NC=C1)S(=O)(=O)C1=CC=C(C=C1)OC)=O (N-hydroxy-2-(R)-[(4-methoxy-benzenesulfonyl) (4-picolyl)amino]-2- [(N-(2-(1-naphthyl)-ethoxycarbonyl))-4-piperidinyl]acetamide hydrochloride). As a reaction SMILES: C([O:5][NH:6][C:7](=[O:49])[C@H:8]([N:30]([S:38]([C:41]1[CH:46]=[CH:45][C:44]([O:47][CH3:48])=[CH:43][CH:42]=1)(=[O:40])=[O:39])[CH2:31][C:32]1[CH:37]=[CH:36][N:35]=[CH:34][CH:33]=1)[CH:9]1[CH2:14][CH2:13][N:12]([C:15]([O:17][CH2:18][CH2:19][C:20]2[C:29]3[C:24](=[CH:25][CH:26]=[CH:27][CH:28]=3)[CH:23]=[CH:22][CH:21]=2)=[O:16])[CH2:11][CH2:10]1)(C)(C)C.C(O)C.C(Cl)[Cl:54]>>[ClH:54].[OH:5][NH:6][C:7](=[O:49])[C@H:8]([N:30]([S:38]([C:41]1[CH:42]=[CH:43][C:44]([O:47][CH3:48])=[CH:45][CH:46]=1)(=[O:40])=[O:39])[CH2:31][C:32]1[CH:37]=[CH:36][N:35]=[CH:34][CH:33]=1)[CH:9]1[CH2:14][CH2:13][N:12]([C:15]([O:17][CH2:18][CH2:19][C:20]2[C:29]3[C:24](=[CH:25][CH:26]=[CH:27][CH:28]=3)[CH:23]=[CH:22][CH:21]=2)=[O:16])[CH2:11][CH2:10]1 |f:3.4|. Reported procedure: N-(t-Butyloxy)-2-(R)-[(4-methoxybenzenesulfonyl)(4-picolyl)amino]-2-[(N-(2-(1-naphthyl)-ethoxycarbonyl))-4-piperidinyl]acetamide (3 g, 4.65 mmol) is dissolved in methylene chloride (100 ml) containing ethanol (0.27 ml, 4.6 mmol) and the reaction mixture is cooled to -10° C. Hydrochloric acid gas (from a lecture bottle) is bubbled trough the solution for 15 minutes. The flask is sealed, the reaction mixture is allowed to slowly warm to room temperature and stirred at room temperature for 6 days. ... Starting materials: N1(CCOCC1)C1=C(C=C(C=C1)[N+](=O)[O-])C#CC=1C=C(C=CC1)NC(OC(C)(C)C)=O (tert-butyl {3-[(2-morpholin-4-yl-5-nitrophenyl)ethynyl]phenyl}carbamate). The reagents and catalysts are [Pd] (palladium on carbon). Run in CO (methanol). Run at time 48 hour. Product: NC=1C=CC(=C(C1)CCC=1C=C(C=CC1)NC(OC(C)(C)C)=O)N1CCOCC1 (tert-Butyl {3-[2-(5-amino-2-morpholin-4-ylphenyl)ethyl]phenyl}carbamate). Isolated yield 93.5%. RXN SMILES: [N:1]1([C:7]2[CH:12]=[CH:11][C:10]([N+:13]([O-])=O)=[CH:9][C:8]=2[C:16]#[C:17][C:18]2[CH:19]=[C:20]([NH:24][C:25](=[O:31])[O:26][C:27]([CH3:30])([CH3:29])[CH3:28])[CH:21]=[CH:22][CH:23]=2)[CH2:6][CH2:5][O:4][CH2:3][CH2:2]1>CO.[Pd]>[NH2:13][C:10]1[CH:11]=[CH:12][C:7]([N:1]2[CH2:2][CH2:3][O:4][CH2:5][CH2:6]2)=[C:8]([CH2:16][CH2:17][C:18]2[CH:19]=[C:20]([NH:24][C:25](=[O:31])[O:26][C:27]([CH3:30])([CH3:29])[CH3:28])[CH:21]=[CH:22][CH:23]=2)[CH:9]=1. Reported procedure: A solution of tert-butyl {3-[(2-morpholin-4-yl-5-nitrophenyl)ethynyl]phenyl}carbamate (0.33 g, 0.78 mmol) in methanol (20 mL) was degassed with nitrogen, treated with 10% palladium on carbon (wet Degussa type) (0.33 g, 100 wt %), degassed with nitrogen, and shaken under an atmosphere of hydrogen (50 psi) for 48 h. The reaction mixture was filtered over celite and the filtrate concentrated to give the desired product (0.29 g, 92%) which was used without further purification. LCMS for C23H32N3O3 (... Starting materials: N(=NC(=O)N1CCCCC1)C(=O)N1CCCCC1 (1,1′-(azodicarbonyl)dipiperidine), ClC1=CC=C(C=C1)C=1N=C(OC1CCCO)SC1=NC=CC=C1 (4-(4-chlorophenyl)-2-(2-pyridinylsulfanyl)-5-oxazolepropanol), COC1=C(C=CC=C1)O (2-methoxyphenol), C(CCC)P(CCCC)CCCC (tributylphosphine). The solvent is O1CCCC1 (tetrahydrofuran). Reaction conditions: time 1 hour. Product: ClC1=CC=C(C=C1)C=1N=C(OC1CCCOC1=C(C=CC=C1)OC)SC1=NC=CC=C1 (4-(4-chlorophenyl)-5-[3-(2-methoxyphenoxy)propyl]-2-(2-pyridylsulfanyl)oxazole), oil. The yield is 57.0%. RXN SMILES: [Cl:1][C:2]1[CH:7]=[CH:6][C:5]([C:8]2[N:9]=[C:10]([S:17][C:18]3[CH:23]=[CH:22][CH:21]=[CH:20][N:19]=3)[O:11][C:12]=2[CH2:13][CH2:14][CH2:15][OH:16])=[CH:4][CH:3]=1.[CH3:24][O:25][C:26]1[CH:31]=[CH:30][CH:29]=[CH:28][C:27]=1O.C(P(CCCC)CCCC)CCC.N(C(N1CCCCC1)=O)=NC(N1CCCCC1)=O>O1CCCC1>[Cl:1][C:2]1[CH:3]=[CH:4][C:5]([C:8]2[N:9]=[C:10]([S:17][C:18]3[CH:23]=[CH:22][CH:21]=[CH:20][N:19]=3)[O:11][C:12]=2[CH2:13][CH2:14][CH2:15][O:16][C:27]2[CH:28]=[CH:29][CH:30]=[CH:31][C:26]=2[O:25][CH3:24])=[CH:6][CH:7]=1. Reported procedure: To a mixture of 4-(4-chlorophenyl)-2-(2-pyridinylsulfanyl)-5-oxazolepropanol (340 mg), 2-methoxyphenol (250 mg), tributylphosphine (400 mg) and tetrahydrofuran (10 ml) was added 1,1′-(azodicarbonyl)dipiperidine (500 mg) at room temperature, and the resulting mixture was stirred for 1 hour. After the reaction mixture was concentrated, the residue was subjected to silica gel column chromatography, and 4-(4-chlorophenyl)-5-[3-(2-methoxyphenoxy)propyl]-2-(2-pyridylsulfanyl)oxazole was obtained as an...